Dataset: the Open Reaction Database (ORD), a public repository of structured organic reaction records. Task: describe an organic reaction: reactants, conditions, products, and yield The reactants are COC(=O)C1(NCCC1)CCCNCC1=CC=CC=C1 (2-(3-benzylaminopropyl)pyrrolidine-2-carboxylic acid methyl ester). Run in C=1(C(=CC=CC1)C)C (xylene). Product: C(C1=CC=CC=C1)N1C(C2(CCCN2)CCC1)=O (7-benzyl-1,7-diazaspiro[4.5]decan-6-one). Isolated yield 76.5%. As a reaction SMILES: C[O:2][C:3]([C:5]1([CH2:10][CH2:11][CH2:12][NH:13][CH2:14][C:15]2[CH:20]=[CH:19][CH:18]=[CH:17][CH:16]=2)[CH2:9][CH2:8][CH2:7][NH:6]1)=O>C1(C)C(C)=CC=CC=1>[CH2:14]([N:13]1[CH2:12][CH2:11][CH2:10][C:5]2([NH:6][CH2:7][CH2:8][CH2:9]2)[C:3]1=[O:2])[C:15]1[CH:20]=[CH:19][CH:18]=[CH:17][CH:16]=1. Procedure: A solution of 2-(3-benzylaminopropyl)pyrrolidine-2-carboxylic acid methyl ester (133 mg) in xylene (1.5 ml) was stirred at 130° C. overnight. The mixture was cooled to room temperature, and purified by silica gel column chromatography (eluent: chloroform/methanol=10/1) to give the titled compound (90 mg). Reactants: FC1=CC=C(C=C1)C1=C(C=2C(=NC(=C(C2)C=C)N(S(=O)(=O)C)CCCC=C)O1)C(=O)NC (2-(4-fluorophenyl)-N-methyl-6-(N-(pent-4-enyl)methylsulfonamido)-5-vinylfuro[2,3-b]pyridine-3-carboxamide). The reagents and catalysts are CC1=CC(=C(C(=C1)C)N2CCN(C2=[Ru](=CC3=C(C=CC=C3)OC(C)C)(Cl)Cl)C4=C(C=C(C=C4C)C)C)C (Hoveyda-Grubbs catalyst 2nd generation). Solvent: C(Cl)Cl (methylene chloride). Conditions: temperature 100 celsius, time 15 minute. Yields the product CNC(=O)C1=C(OC=2N=C3C(=CC12)\C=C/CCCN3S(=O)(=O)C)C3=CC=C(C=C3)F ((Z)-2-(4-Fluoro-phenyl)-10-methanesulfonyl-7,8,9,10-tetrahydro-1-oxa-10,11-diaza-cycloocta[f]indene-3-carboxylic acid methylamide). Reaction SMILES: [F:1][C:2]1[CH:7]=[CH:6][C:5]([C:8]2[O:28][C:11]3=[N:12][C:13]([N:18]([CH2:23][CH2:24][CH2:25]C=C)[S:19]([CH3:22])(=[O:21])=[O:20])=[C:14]([CH:16]=[CH2:17])[CH:15]=[C:10]3[C:9]=2[C:29]([NH:31][CH3:32])=[O:30])=[CH:4][CH:3]=1>CC1C=C(C)C(N2C(=[Ru](Cl)(Cl)=CC3C=CC=CC=3OC(C)C)N(C3C(C)=CC(C)=CC=3C)CC2)=C(C)C=1.C(Cl)Cl>[CH3:32][NH:31][C:29]([C:9]1[C:10]2[CH:15]=[C:14]3[CH:16]=[CH:17][CH2:25][CH2:24][CH2:23][N:18]([S:19]([CH3:22])(=[O:21])=[O:20])[C:13]3=[N:12][C:11]=2[O:28][C:8]=1[C:5]1[CH:4]=[CH:3][C:2]([F:1])=[CH:7][CH:6]=1)=[O:30]. Procedure details: A mixture of 2-(4-fluorophenyl)-N-methyl-6-(N-(pent-4-enyl)methylsulfonamido)-5-vinylfuro[2,3-b]pyridine-3-carboxamide (5.0 mg, 1 eq.), Hoveyda-Grubbs catalyst 2nd generation (0.7 mg, 0.1 eq.) and methylene chloride (0.55 ml) was degassed and stirred in a microwave reactor at 100° C. for 15 min. The reaction mixture was diluted with EtOAc, filtered through a 0.2 μM PTFE syringe filter and concentrated to yield the crude title compound which was used without purification in the next step. The reactants are [Na] (sodium), C(C)(=O)NC(C(=O)OCC)C(=O)OCC (diethyl acetylaminomalonate), BrC(C(=O)OCC)CC(=O)N (ethyl 2-bromosuccinamate). Solvent: C(C)O (ethanol), C(C)O (ethanol). Product: C(C)(=O)NC(C1C(NC(C1)=O)=O)(C(=O)OCC)C(=O)OCC (3-[Acetylamino-di(ethoxycarbonyl)methyl]-2,5-dioxopyrrolidine). RXN SMILES: [Na].[C:2]([NH:5][CH:6]([C:12]([O:14][CH2:15][CH3:16])=[O:13])[C:7]([O:9][CH2:10][CH3:11])=[O:8])(=[O:4])[CH3:3].Br[CH:18]([CH2:24][C:25]([NH2:27])=[O:26])[C:19](OCC)=[O:20]>C(O)C>[C:2]([NH:5][C:6]([C:12]([O:14][CH2:15][CH3:16])=[O:13])([C:7]([O:9][CH2:10][CH3:11])=[O:8])[CH:24]1[CH2:18][C:19](=[O:20])[NH:27][C:25]1=[O:26])(=[O:4])[CH3:3] |^1:0|. Reported procedure: In 100 ml of ethanol was dissolved 3.4 g of sodium, and following addition of 32 g of diethyl acetylaminomalonate, the mixture was refluxed for 2 hours. To the reaction mixture was added dropwise a solution of 16.5 g of ethyl 2-bromosuccinamate in ethanol (40 ml) and under stirring the mixture was refluxed for 30 minutes. This reaction mixture was concentrated under reduced pressure, followed by addition of ethyl acetate and water, and stirred. The aqueous layer was separated and the ethyl aceta... Starting materials: C(C)(C)C=1C=CC(=C(C=O)C1)C1=CC2=CC=C(C=C2C=C1)C(C)C (5-isopropyl-2-(6-isopropyl-2-naphthyl)benzaldehyde), resultant solution, [Cl-].COC[P+](C1=CC=CC=C1)(C1=CC=CC=C1)C1=CC=CC=C1 ((methoxymethyl)triphenylphosphoniumchloride), C(C)(C)(C)O[K] (t-butoxypotassium). Solvent: O1CCCC1 (tetrahydrofuran). Product: C(C)(C)C1=CC2=CC=C(C=C2C=C1)C1=C(C=C(C=C1)C(C)C)C=COC (2-isopropyl-6-(4-isopropyl-2-(2-methoxyvinyl)phenyl)naphthalene). Isolated yield 90.0%. Reaction SMILES: [CH:1]([C:4]1[CH:5]=[CH:6][C:7]([C:12]2[CH:21]=[CH:20][C:19]3[C:14](=[CH:15][CH:16]=[C:17]([CH:22]([CH3:24])[CH3:23])[CH:18]=3)[CH:13]=2)=[C:8]([CH:11]=1)C=O)([CH3:3])[CH3:2].[Cl-].[CH3:26][O:27][CH2:28][P+](C1C=CC=CC=1)(C1C=CC=CC=1)C1C=CC=CC=1.[C:48](O[K])(C)(C)C>O1CCCC1>[CH:22]([C:17]1[CH:16]=[CH:15][C:14]2[C:19](=[CH:20][CH:21]=[C:12]([C:7]3[CH:6]=[CH:5][C:4]([CH:1]([CH3:3])[CH3:2])=[CH:11][C:8]=3[CH:48]=[CH:28][O:27][CH3:26])[CH:13]=2)[CH:18]=1)([CH3:23])[CH3:24] |f:1.2|. Procedure: Under an atmospheric argon gas flow, 5-isopropyl-2-(6-isopropyl-2-naphthyl)benzaldehyde in an amount of 4.4 g (14 mmol), (methoxymethyl)triphenylphosphoniumchloride in an amount of 5.1 g (15 mmol), t-butoxypotassium in an amount of 1.7 g (15 mmol) and desiccated tetrahydrofuran in an amount of 100 milliliter were placed into a three-necked flask equipped with a cooling pipe and having a capacity of 500 milliliter, and the resultant solution was stirred under heating at the room temperature for o... Procedure: 4-Bromoindan-1-one (600 mg, 2.84 mmol) was dissolved in toluene (10 mL), and ethyl boronate (105 mg, 8.52 mmol), silver oxide (I) (274 mg, 7.10 mmol), potassium carbonate (196 mg, 8.52 mmol), and [1,1′-bis(diphenylphosphino)ferrocene]palladium (II) dichloride dichloromethane complex (46 mg, 0.0568 mmol) were added thereto, and then, the resulting mixture was stirred under a nitrogen atmosphere at 100° C. for 4 hours. After cooling to room temperature, the reaction solution was filtered, and the ... RXN SMILES: Br[C:2]1[CH:10]=[CH:9][CH:8]=[C:7]2[C:3]=1[CH2:4][CH2:5][C:6]2=[O:11].B([O-])O[CH2:14][CH3:15].C(=O)([O-])[O-].[K+].[K+]>C1(C)C=CC=CC=1.[Ag]=O>[CH2:14]([C:2]1[CH:10]=[CH:9][CH:8]=[C:7]2[C:3]=1[CH2:4][CH2:5][C:6]2=[O:11])[CH3:15] |f:2.3.4|. Starting materials: B(OCC)[O-] (ethyl boronate), C([O-])([O-])=O.[K+].[K+] (potassium carbonate), BrC1=C2CCC(C2=CC=C1)=O (4-Bromoindan-1-one). The reagents and catalysts are [Ag]=O (silver oxide). The product is C(C)C1=C2CCC(C2=CC=C1)=O (4-Ethylindan-1-one). Conditions: temperature 100 celsius, time 4 hour. The yield is 92.0%. The solvent is C1(=CC=CC=C1)C (toluene).